This data is from the Open Reaction Database (ORD), a public repository of structured organic reaction records. The task is: describe an organic reaction: reactants, conditions, products, and yield The reactants are [Al+3], O=C([O-])O, CC(C)(CC(=O)N1CC2C(C1)C2(C)c1cccc(NS(C)(=O)=O)c1)c1ccccc1, CCOC(C)=O, [H-], [H-], [H-], [H-], [Li+], [Na+], C1CCOC1, O. The product is CC(C)(CCN1CC2C(C1)C2(C)c1cccc(NS(C)(=O)=O)c1)c1ccccc1. Reaction SMILES: [Al+3:32].[C:38](=[O:39])([O-:40])[OH:41].[CH3:1][C:2]1([c:20]2[cH:21][c:22]([NH:26][S:27](=[O:28])(=[O:29])[CH3:30])[cH:23][cH:24][cH:25]2)[CH:3]2[CH2:4][N:5]([C:8]([CH2:9][C:10]([CH3:11])([c:12]3[cH:13][cH:14][cH:15][cH:16][cH:17]3)[CH3:18])=[O:19])[CH2:6][CH:7]12.[CH3:48][CH2:49][O:50][C:51](=[O:52])[CH3:53].[H-:31].[H-:34].[H-:35].[H-:36].[Li+:33].[Na+:42].[O:43]1[CH2:44][CH2:45][CH2:46][CH2:47]1.[OH2:37]>>[CH3:1][C:2]1([c:20]2[cH:21][c:22]([NH:26][S:27](=[O:28])(=[O:29])[CH3:30])[cH:23][cH:24][cH:25]2)[CH:3]2[CH2:4][N:5]([CH2:8][CH2:9][C:10]([CH3:11])([c:12]3[cH:13][cH:14][cH:15][cH:16][cH:17]3)[CH3:18])[CH2:6][CH:7]12.